Task: describe an organic reaction: reactants, conditions, products, and yield. Dataset: the Open Reaction Database (ORD), a public repository of structured organic reaction records Starting materials: [OH-].[Li+].OO (lithium hydroxide hydrogen peroxide), ( g ), C1(CCCCC1)C[C@@H]([C@H]([C@H](CC(C)C)O)O)NC([C@@H](CC(=O)O)CC=1N=CSC1)=O (4-{[1(S)-(Cyclohexylmethyl)-2(R),3(S)-dihydroxy-5-methylhexyl]amino}-4-oxo-3(R)-(4-thiazolylmethyl)butanoic Acid), O1C(NCC1)=O (2-oxazolidinone). Product: 4-tertbutyl ester, S1C=NC(=C1)C[C@@H](C(=O)O)CC(=O)O (2(R)-(4-thiazolylmethyl)butanedioic acid). Reaction SMILES: C1(C[C@H](N[C:18](=[O:30])[C@H:19]([CH2:24][C:25]2[N:26]=[CH:27][S:28][CH:29]=2)[CH2:20][C:21]([OH:23])=[O:22])[C@@H](O)[C@@H](O)CC(C)C)CCCCC1.[O:31]1CCNC1=O.[OH-].[Li+].OO>>[S:28]1[CH:29]=[C:25]([CH2:24][C@H:19]([CH2:20][C:21]([OH:23])=[O:22])[C:18]([OH:30])=[O:31])[N:26]=[CH:27]1 |f:2.3.4|. Procedure details: 4-{[1(S)-(Cyclohexylmethyl)-2(R),3(S)-dihydroxy-5-methylhexyl]amino}-4-oxo-3(R)-(4-thiazolylmethyl)butanoic Acid: The desired 2-oxazolidinone of the previous section (4.02 g, 10.5 mmol) was reacted with lithium hydroxide-hydrogen peroxide according to the procedure of section C(g) of this example to give the monoprotected dicarboxylic acid of formula 2, i.e. the 4-tertbutyl ester of 2(R)-(4-thiazolylmethyl)butanedioic acid. Subsequent coupling of the latter compound (2.83 g, 10.4 mmol) with 2(S)... The reactants are CCCC[Sn](CCCC)(CCCC)c1ccco1, O=[N+]([O-])c1ccccc1Br, CN(C)C=O, c1ccc(P(c2ccccc2)(c2ccccc2)[Pd](P(c2ccccc2)(c2ccccc2)c2ccccc2)(P(c2ccccc2)(c2ccccc2)c2ccccc2)P(c2ccccc2)(c2ccccc2)c2ccccc2)cc1. The product is O=[N+]([O-])c1ccccc1-c1ccco1. As a reaction SMILES: [CH2:11]([Sn:12]([CH2:13][CH2:14][CH2:15][CH3:21])([c:16]1[o:17][cH:18][cH:19][cH:20]1)[CH2:22][CH2:23][CH2:24][CH3:25])[CH2:26][CH2:27][CH3:28].[N+:1](=[O:2])([O-:3])[c:4]1[c:5]([Br:10])[cH:6][cH:7][cH:8][cH:9]1.[O:106]=[CH:107][N:108]([CH3:109])[CH3:110].[cH:29]1[cH:30][cH:31][c:32]([P:33]([Pd:34]([P:35]([c:36]2[cH:37][cH:38][cH:39][cH:40][cH:41]2)([c:42]2[cH:43][cH:44][cH:45][cH:46][cH:47]2)[c:48]2[cH:49][cH:50][cH:51][cH:52][cH:53]2)([P:54]([c:55]2[cH:56][cH:57][cH:58][cH:59][cH:60]2)([c:61]2[cH:62][cH:63][cH:64][cH:65][cH:66]2)[c:67]2[cH:68][cH:69][cH:70][cH:71][cH:72]2)[P:73]([c:74]2[cH:75][cH:76][cH:77][cH:78][cH:79]2)([c:80]2[cH:81][cH:82][cH:83][cH:84][cH:85]2)[c:86]2[cH:87][cH:88][cH:89][cH:90][cH:91]2)([c:92]2[cH:93][cH:94][cH:95][cH:96][cH:97]2)[c:98]2[cH:99][cH:100][cH:101][cH:102][cH:103]2)[cH:104][cH:105]1>>[N+:1](=[O:2])([O-:3])[c:4]1[c:5](-[c:16]2[o:17][cH:18][cH:19][cH:20]2)[cH:6][cH:7][cH:8][cH:9]1. Starting materials: NC1=CC=C(C=C1)C(CN1C(=NC(C1=O)(C1=CC=CC=C1)C1=CC=CC=C1)C)=O (3-[2-(4-amino-phenyl)-2-oxo-ethyl]-2-methyl-5,5-diphenyl-3,5-dihydro-imidazol-4-one), COC1=C(C=CC=C1)CC(=O)Cl ((2-methoxy-phenyl)-acetyl chloride). Yields the product OC(CN1C(=NC(C1=O)(C1=CC=CC=C1)C1=CC=CC=C1)C)C1=CC=C(C=C1)NC(CC1=C(C=CC=C1)OC)=O (N-{4-[1-hydroxy-2-(2-methyl-5-oxo-4,4-diphenyl-4,5-dihydro-imidazol-1-yl)-ethyl]-phenyl}-2-(2-methoxy-phenyl)-acetamide). Reaction SMILES: [NH2:1][C:2]1[CH:7]=[CH:6][C:5]([C:8](=[O:29])[CH2:9][N:10]2[C:14](=[O:15])[C:13]([C:22]3[CH:27]=[CH:26][CH:25]=[CH:24][CH:23]=3)([C:16]3[CH:21]=[CH:20][CH:19]=[CH:18][CH:17]=3)[N:12]=[C:11]2[CH3:28])=[CH:4][CH:3]=1.[CH3:30][O:31][C:32]1[CH:37]=[CH:36][CH:35]=[CH:34][C:33]=1[CH2:38][C:39](Cl)=[O:40]>>[OH:29][CH:8]([C:5]1[CH:4]=[CH:3][C:2]([NH:1][C:39](=[O:40])[CH2:38][C:33]2[CH:34]=[CH:35][CH:36]=[CH:37][C:32]=2[O:31][CH3:30])=[CH:7][CH:6]=1)[CH2:9][N:10]1[C:14](=[O:15])[C:13]([C:22]2[CH:23]=[CH:24][CH:25]=[CH:26][CH:27]=2)([C:16]2[CH:21]=[CH:20][CH:19]=[CH:18][CH:17]=2)[N:12]=[C:11]1[CH3:28]. Procedure: Synthesis in analogy to Example 8 and Example 19 starting from 3-[2-(4-amino-phenyl)-2-oxo-ethyl]-2-methyl-5,5-diphenyl-3,5-dihydro-imidazol-4-one and (2-methoxy-phenyl)-acetyl chloride to yield N-{4-[1-hydroxy-2-(2-methyl-5-oxo-4,4-diphenyl-4,5-dihydro-imidazol-1-yl)-ethyl]-phenyl}-2-(2-methoxy-phenyl)-acetamide. LC/MS at 254 nm; [M+H] 535: Rt=3.003 min. The reactants are NC=1C(=C(C(=C(C(=O)Cl)C1I)I)C(=O)Cl)I (5-Amino-2,4,6-triiodo-isophthaloyl dichloride), C(C=C)N (allylamine). Run in ClCCl (dichloromethane). Run at time 18 hour. Yields the product C(C=C)NC(C1=C(C(C(=O)NCC=C)=C(C(=C1I)N)I)I)=O (N,N′-Diallyl-5-amino-2,4,6-triiodo-isophthalamide). Reaction SMILES: [NH2:1][C:2]1[C:3]([I:16])=[C:4]([C:13](Cl)=[O:14])[C:5]([I:12])=[C:6]([C:10]=1[I:11])[C:7](Cl)=[O:8].[CH2:17]([NH2:20])[CH:18]=[CH2:19]>ClCCl>[CH2:17]([NH:20][C:13](=[O:14])[C:4]1[C:3]([I:16])=[C:2]([NH2:1])[C:10]([I:11])=[C:6]([C:7]([NH:1][CH2:2][CH:10]=[CH2:6])=[O:8])[C:5]=1[I:12])[CH:18]=[CH2:19]. Reported procedure: To a solution of 5-Amino-2,4,6-triiodo-isophthaloyl dichloride in dichloromethane was added allylamine (4 equivalents) under a nitrogen atmosphere at ambient temperature. The reaction was stirred for 18 hours. This yielded a precipitate which was found to be the desired product. 1H NMR (DMSOd6) 8.62 (2H, t, j 4.5 Hz), 5.90 (2H, m), 5.46 (2H, br s), 5.37 (2H, d, j 9 Hz), 5.14 (2H, d, 6 Hz), 3.84 (4H, t, 3 Hz). 13C (DMSOd6) 169.6, 149.0, 147.4, 116.0, 79.7, 41.5. The reactants are NC1=NC=C(C=C1Br)Cl (2-amino-3-bromo-5-chloropyridine), O (water). Run at time 18 hour. Yields the product BrC=1C(NC=C(C1)Cl)=O (3-Bromo-5-Chloropyridin-2-One). RXN SMILES: N[C:2]1[C:7]([Br:8])=[CH:6][C:5]([Cl:9])=[CH:4][N:3]=1.[OH2:10]>>[Br:8][C:7]1[C:2](=[O:10])[NH:3][CH:4]=[C:5]([Cl:9])[CH:6]=1. Procedure details: To a cooled (0° C.) solution of 2-amino-3-bromo-5-chloropyridine (100 g, 0.482 tool) in water (815 mL) and concentrated HC1 (130 mL) was added a solution of sodium nitrite (33.26 g, 0.482 tool) in water (272 mL). The resulting suspension was allowed to warm to room temperature and stir for 18 hours, at which point the solids were filtered, washed with carbon tetrachloride (2×50 mL), and dried in a vacuum oven (40° C.) to yield 75.1 g (74.8%) of gray-yellow so lid, m.p. 170°-173° C.: IR (mineral ... Starting materials: C=CCCCC (n-hexene), [PH2](O)=O (phosphinic acid). The product is C(CCCCC)P(O)=O (n-Hexylphosphinic acid). Reaction SMILES: [CH2:1]=[CH:2][CH2:3][CH2:4][CH2:5][CH3:6].[PH2:7](=[O:9])[OH:8]>>[CH2:1]([PH:7](=[O:8])[OH:9])[CH2:2][CH2:3][CH2:4][CH2:5][CH3:6]. Procedure details: The title compound was prepared from n-hexene and 50% aqueous phosphinic acid by an analogous procedure to that described in J. Inorg. Nucl. Chem., 1965, 27, 697.